Dataset: the Open Reaction Database (ORD), a public repository of structured organic reaction records. Task: describe an organic reaction: reactants, conditions, products, and yield Reactants: BrC1=C(C=CC=C1)C1=NCC(NC2=C1C=CC=C2)=O (1,3-dihydro-5-(o-bromophenyl)-2H-1,4-benzodiazepin-2-one), P12(=S)SP3(=S)SP(=S)(S1)SP(=S)(S2)S3 (P2S5). Yields the product BrC1=C(C=CC=C1)C1=NCC(NC2=C1C=CC=C2)=S (1,3-dihydro-5-(o-bromophenyl)-2H-1,4-benzodiazepine-2-thione). As a reaction SMILES: [Br:1][C:2]1[CH:7]=[CH:6][CH:5]=[CH:4][C:3]=1[C:8]1[C:14]2[CH:15]=[CH:16][CH:17]=[CH:18][C:13]=2[NH:12][C:11](=O)[CH2:10][N:9]=1.P12(SP3(SP(SP(S3)(S1)=S)(=S)S2)=S)=[S:21]>>[Br:1][C:2]1[CH:7]=[CH:6][CH:5]=[CH:4][C:3]=1[C:8]1[C:14]2[CH:15]=[CH:16][CH:17]=[CH:18][C:13]=2[NH:12][C:11](=[S:21])[CH2:10][N:9]=1. Procedure: A mixture of 1,3-dihydro-5-(o-bromophenyl)-2H-1,4-benzodiazepin-2-one and P2S5 can be reacted in the same manner as in Preparation I to produce 1,3-dihydro-5-(o-bromophenyl)-2H-1,4-benzodiazepine-2-thione. This latter compound can then be substituted in the procedure of Example 1 to produce 6-(o-bromophenyl)-1-methyl-4H-s-triazolo[4,3-a] [1,4]benzodiazepine. The reactants are [Cl-].O[C@@H](C[N+](C)(C)C)CO ((S)-2,3-dihydroxypropyltrimethylammonium chloride), S(=O)(Cl)Cl (thionyl chloride). Solvent: CN(C=O)C (dimethylformamide). Run at temperature 100 celsius, time 20 minute. Yields the product [Cl-].ClC[C@H](C[N+](C)(C)C)O ((S)-3-chloro-2-hydroxypropyltrimethylammonium chloride). Yield: 88.8%. Reaction SMILES: [Cl-:1].[OH:2][C@H:3]([CH2:9]O)[CH2:4][N+:5]([CH3:8])([CH3:7])[CH3:6].S(Cl)([Cl:13])=O>CN(C)C=O>[Cl-:13].[Cl:1][CH2:9][C@@H:3]([OH:2])[CH2:4][N+:5]([CH3:8])([CH3:7])[CH3:6] |f:0.1,4.5|. Reported procedure: There was suspended 10.73 g of the obtained (S)-2,3-dihydroxypropyltrimethylammonium chloride in 50 ml of dimethylformamide, and then 7.66 g of thionyl chloride was added thereto at a temperature from 5° to 10° C. After stirring for 20 minutes, it was heated for 5 hours at 100° C. After cooling the reaction mixture to room temperature, the reaction mixture was evaporated to dryness to give 10.56 g of (S)-3-chloro-2-hydroxypropyltrimethylammonium chloride. Starting materials: C1(=CC=CC=C1)OC(NC=1SC2=C(N1)C(=CC=C2C2OCCOC2)OC)=O ((+)-(7-[1,4]dioxan-2-yl-4-methoxy-benzothiazol-2-yl)-carbamic acid phenyl ester), OC1CCNCC1 (4-hydroxypiperidine), N1=CC=CC=C1 (pyridine). Run in C(Cl)(Cl)Cl (chloroform), C(Cl)(Cl)Cl (CHCl3). Product: O1C(COCC1)C1=CC=C(C=2N=C(SC21)NC(=O)N2CCC(CC2)O)OC ((+)-4-Hydroxy-piperidine-1-carboxylic acid (7-[1,4]dioxan-2-yl-4-methoxy-benzothiazol-2-yl)-amide). Reaction SMILES: C1(O[C:8](=[O:27])[NH:9][C:10]2[S:11][C:12]3[C:18]([CH:19]4[CH2:24][O:23][CH2:22][CH2:21][O:20]4)=[CH:17][CH:16]=[C:15]([O:25][CH3:26])[C:13]=3[N:14]=2)C=CC=CC=1.[OH:28][CH:29]1[CH2:34][CH2:33][NH:32][CH2:31][CH2:30]1.N1C=CC=CC=1>C(Cl)(Cl)Cl>[O:20]1[CH2:21][CH2:22][O:23][CH2:24][CH:19]1[C:18]1[C:12]2[S:11][C:10]([NH:9][C:8]([N:32]3[CH2:33][CH2:34][CH:29]([OH:28])[CH2:30][CH2:31]3)=[O:27])=[N:14][C:13]=2[C:15]([O:25][CH3:26])=[CH:16][CH:17]=1. Procedure details: From (+)-(7-[1,4]dioxan-2-yl-4-methoxy-benzothiazol-2-yl)-carbamic acid phenyl ester with 4-hydroxypiperidine and pyridine in chloroform. [α]D20=+29.4° (c=1.01, CHCl3), ES-MS m/e (%): 394 (M+H+, 100). Starting materials: N1CCNCC1 (piperazine), [OH-].[K+] (KOH), C(C1=CC=CC=C1)Cl (benzyl chloride). The reagents and catalysts are [Br-].C(CCCCCCCCCCCCCCC)[N+](C)(C)C (hexadecyl-trimethyl ammonium bromide). Solvent: O (water), C1=CC=CC=C1 (benzene). The product is Cl.Cl.C(C1=CC=CC=C1)N1CCNCC1 (N-benzyl piperazine dihydrochloride). Yield: 55.0%. Reaction SMILES: [NH:1]1[CH2:6][CH2:5][NH:4][CH2:3][CH2:2]1.[OH-].[K+].[CH2:9]([Cl:16])[C:10]1[CH:15]=[CH:14][CH:13]=[CH:12][CH:11]=1>[Br-].C([N+](C)(C)C)CCCCCCCCCCCCCCC.O.C1C=CC=CC=1>[ClH:16].[ClH:16].[CH2:9]([N:1]1[CH2:6][CH2:5][NH:4][CH2:3][CH2:2]1)[C:10]1[CH:15]=[CH:14][CH:13]=[CH:12][CH:11]=1 |f:1.2,4.5,8.9.10|. Procedure details: A mixture of piperazine (350 mmol), KOH (100 mmol) and hexadecyl-trimethyl ammonium bromide (CTAB, 1 mmol) in water (18 ml) was heated to get a solution. Thereafter, benzyl chloride (100 mmol) in 140 ml of benzene was added to the solution dropwise at 70° C., and refluxed for 1 h. The organic layer was washed with water and saline, dried (MgSO4), filtered and evaporated, the residue was dissolved by 50 ml of ethanol and adjusted to a PH of 2 by HCl/C2H5OH (5N), the resulting precipitate was recr...